The task is: describe an organic reaction: reactants, conditions, products, and yield. This data is from the Open Reaction Database (ORD), a public repository of structured organic reaction records. The reactants are ( 1 ), COCOC[Sn](CCCC)(CCCC)CCCC (methoxymethyloxymethyltributyltin), solution, C(CCC)[Li] (n-butyl lithium), C(C)(C)(C)C1=CC=C(C=C1)S(=O)(=O)NC1=NC(=NC(=C1OC1=C(C=CC=C1)OC)OCCO)S(=O)(=O)C (4-tert-butyl-N-[6-(2-hydroxy-ethoxy)-5-(2-methoxyphenoxy)-2-methylsulfonylpyrimidin-4-yl]benzenesulfonamide), [Cl-].[NH4+] (ammonium chloride). The solvent is O1CCCC1 (tetrahydrofuran), CCCCCC (n-hexane), O1CCCC1 (tetrahydrofuran). Run at time 4 minute. Product: C(C)(C)(C)C1=CC=C(C=C1)S(=O)(=O)NC1=NC(=NC(=C1OC1=C(C=CC=C1)OC)OCCO)COCOC (4-tert-butyl-N-[6-(2-hydroxyethoxy)-2-methoxymethyloxymethyl-5-(2-methoxy-phenoxy)pyrimidin-4-yl]benzenesulfonamide). RXN SMILES: [CH3:1][O:2][CH2:3][O:4][CH2:5][Sn](CCCC)(CCCC)CCCC.C([Li])CCC.[C:24]([C:28]1[CH:33]=[CH:32][C:31]([S:34]([NH:37][C:38]2[C:43]([O:44][C:45]3[CH:50]=[CH:49][CH:48]=[CH:47][C:46]=3[O:51][CH3:52])=[C:42]([O:53][CH2:54][CH2:55][OH:56])[N:41]=[C:40](S(C)(=O)=O)[N:39]=2)(=[O:36])=[O:35])=[CH:30][CH:29]=1)([CH3:27])([CH3:26])[CH3:25].[Cl-].[NH4+]>O1CCCC1.CCCCCC>[C:24]([C:28]1[CH:33]=[CH:32][C:31]([S:34]([NH:37][C:38]2[C:43]([O:44][C:45]3[CH:50]=[CH:49][CH:48]=[CH:47][C:46]=3[O:51][CH3:52])=[C:42]([O:53][CH2:54][CH2:55][OH:56])[N:41]=[C:40]([CH2:5][O:4][CH2:3][O:2][CH3:1])[N:39]=2)(=[O:35])=[O:36])=[CH:30][CH:29]=1)([CH3:27])([CH3:25])[CH3:26] |f:3.4|. Reported procedure: ##STR150## (1) To a solution of methoxymethyloxymethyltributyltin (655 mg) in tetrahydrofuran (6 ml) is added dropwise a 1.63M solution of n-butyl lithium in n-hexane (1.09 ml) at -78° C. The mixture is stirred at the same temperature for four minutes, and thereto is added a solution of 4-tert-butyl-N-[6-(2-hydroxy-ethoxy)-5-(2-methoxyphenoxy)-2-methylsulfonylpyrimidin-4-yl]benzenesulfonamide obtained in Reference Example 10-(1) (200 mg) in tetrahydrofuran (2 ml), and the mixture is stirred for ... Reactants: C(C)(C)(C)OC(=O)NC1=CC(=C(C=C1NC(=O)OC(C)(C)C)SS(=O)(=O)C1=CC=C(C=C1)C)C(C)C (Toluene-4-thiosulfonic acid S-(4,5-bis-tert-butoxycarbonylamino-2-isopropyl-phenyl)ester). Run in C(Cl)Cl (CH2Cl2). Conditions: time 90 minute. Product: NC1=CC(=C(C=C1N)SS(=O)(=O)C1=CC=C(C=C1)C)C(C)C (Toluene-4-thiosulfonic acid S-(4,5-diamino-2-isopropyl-phenyl)ester). As a reaction SMILES: C(OC([NH:8][C:9]1[C:14]([NH:15]C(OC(C)(C)C)=O)=[CH:13][C:12]([S:23][S:24]([C:27]2[CH:32]=[CH:31][C:30]([CH3:33])=[CH:29][CH:28]=2)(=[O:26])=[O:25])=[C:11]([CH:34]([CH3:36])[CH3:35])[CH:10]=1)=O)(C)(C)C>C(Cl)Cl>[NH2:8][C:9]1[C:14]([NH2:15])=[CH:13][C:12]([S:23][S:24]([C:27]2[CH:32]=[CH:31][C:30]([CH3:33])=[CH:29][CH:28]=2)(=[O:26])=[O:25])=[C:11]([CH:34]([CH3:36])[CH3:35])[CH:10]=1. Procedure details: Toluene-4-thiosulfonic acid S-(4,5-bis-tert-butoxycarbonylamino-2-isopropyl-phenyl)ester (prepared in Example UU-1; 8.88 g, 16.6 mmol) was dissolved in CH2Cl2 (25 mL), and HCl gas was bubbled through the solution for 15 minutes. The reaction mixture was stirred at room temperature for 90 minutes. The solvents were evaporated, and the residue was dissolved in MeOH (10 mL) and treated with pH 7.5 buffer. The precipitate that formed was filtered and dried. MS(APCI): 337 (M+H). Starting materials: Cl (hydrochloric acid), C(C)C1=C(C=CC=2OCOC21)CC(C(=O)OC)(C)C (Methyl 4-ethyl-α,α-dimethyl-1,3-benzodioxole-5-propanoate), [OH-].[Na+] (sodium hydroxide), O (water). Solvent: C(C)O (ethanol). Yields the product C(C)C1=C(C=CC=2OCOC21)CC(C(=O)O)(C)C (4-Ethyl-α,α-dimethyl-1,3-benzodioxole-5-propanoic acid). Isolated yield 44.4%. RXN SMILES: [CH2:1]([C:3]1[C:11]2[O:10][CH2:9][O:8][C:7]=2[CH:6]=[CH:5][C:4]=1[CH2:12][C:13]([CH3:19])([CH3:18])[C:14]([O:16]C)=[O:15])[CH3:2].[OH-].[Na+].O.Cl>C(O)C>[CH2:1]([C:3]1[C:11]2[O:10][CH2:9][O:8][C:7]=2[CH:6]=[CH:5][C:4]=1[CH2:12][C:13]([CH3:18])([CH3:19])[C:14]([OH:16])=[O:15])[CH3:2] |f:1.2|. Procedure: A solution of the product from Stage (iii) (10 g) and 2N sodium hydroxide (50 ml) in ethanol (50 ml) was heated under reflux for 30 min. The solution was cooled, poured into water, acidified with 2N hydrochloric acid and extracted with ether. The extracts were dried and evaporated and the residue purified by FCC using hexane/ether (7:3) as eluent. The product was crystallised from hexane to give the title compound (4.2 g) as a white solid, m.p. 73°-74°. Starting materials: C(C)OC(=O)C1=COC(=C1)Cl (5-Chloro-3-furancarboxylic acid ethyl ester), [OH-].[Na+] (sodium hydroxide). The solvent is C(C)O (ethanol). Run at time 1.5 hour. Yields the product ClC1=CC(=CO1)C(=O)O (5-chloro-3-furancarboxylic acid). The yield is 69.0%. As a reaction SMILES: C([O:3][C:4]([C:6]1[CH:10]=[C:9]([Cl:11])[O:8][CH:7]=1)=[O:5])C.[OH-].[Na+]>C(O)C>[Cl:11][C:9]1[O:8][CH:7]=[C:6]([C:4]([OH:5])=[O:3])[CH:10]=1 |f:1.2|. Procedure: 5-Trimethylsilyl-3-furancarboxylic acid (4.1 g) (synthesized in accordance with the method described in Tetrahedron Lett., 25, 4451 (1984)) was dissolved in tetrahydrofuran (100 ml), and N,N-dimethylformamide (3 drops) was added. Oxalyl chloride (3.0 g) was added dropwise under ice-cooling, and the mixture was stirred at room temperature for 30 minutes. Ethanol (100 ml) and triethylamine (4.7 g) were added, and the resulting mixture was stirred at room temperature for 15 hours. The mixture as co... The reactants are ClC(C)(C)C1=CC=CC=C1 (2-chloro-2-phenylpropane), [Cl-].[Al+3].[Cl-].[Cl-] (aluminium chloride), C1=CC=CC=C1 (benzene), C1=CC=CC=C1 (benzene), C([O-])([O-])=O.[K+].[K+] (potassium carbonate). Conditions: time 15 minute. The product is C1(=CC=CC=C1)C(C)(C)C1=CC=CC=C1 (2,2-diphenylpropane). Reaction SMILES: Cl[C:2]([C:5]1[CH:10]=[CH:9][CH:8]=[CH:7][CH:6]=1)([CH3:4])[CH3:3].[Cl-].[Al+3].[Cl-].[Cl-].C(=O)([O-])[O-].[K+].[K+].[CH:21]1[CH:26]=[CH:25][CH:24]=[CH:23][CH:22]=1>>[C:21]1([C:2]([C:5]2[CH:10]=[CH:9][CH:8]=[CH:7][CH:6]=2)([CH3:4])[CH3:3])[CH:26]=[CH:25][CH:24]=[CH:23][CH:22]=1 |f:1.2.3.4,5.6.7|. Procedure details: 541 g of 2-chloro-2-phenylpropane (3.5 mol) were added dropwise at 5° C. with stirring to a suspension of 35 g of clean pulverised aluminium chloride in 3.5 1 of dry benzene in the course of 5 h, and the mixture was kept at 5° C. for a further 15 min. and then poured onto ice. The benzene phase was neutralised with potassium carbonate after separating off the aqueous phase, dried and freed from excess benzene. 650 g of crude product were obtained, which was fractionally distilled through a colum... Reported procedure: 8-Methyl-1,4-dioxa-spiro[4.5]decane-8-carboxylic acid ethyl ester (Compound 282G) was dissolved in THF (20 mL) and 3N aq. HCl (30 mL). The resulting mixture was stirred at rt overnight. The mixture was diluted with EtOAc (50 mL), washed with brine (20 mL), and dried over anhydrous sodium sulfate. 1H NMR (CDCl3): 1.28 (t, J=7.1 Hz, 3H), 1.29 (s, 3H), 1.63-1.70 (m, 2H), 2.30-2.74 (m, 6H), 3.94 (s, 4H), 4.19 (q, J=7.1 Hz, 2H). Solvent: C1CCOC1 (THF), Cl (HCl), CCOC(=O)C (EtOAc). Reactants: C(C)OC(=O)C1(CCC2(OCCO2)CC1)C (8-Methyl-1,4-dioxa-spiro[4.5]decane-8-carboxylic acid ethyl ester), C(C)OC(=O)C1(CCC2(OCCO2)CC1)C (8-Methyl-1,4-dioxa-spiro[4.5]decane-8-carboxylic acid ethyl ester). Product: CC1(CCC(CC1)=O)C(=O)OCC (Ethyl 1-methyl-4-oxo-cyclohexanecarboxylate). Reaction SMILES: [CH2:1]([O:3][C:4]([C:6]1([CH3:16])[CH2:15][CH2:14][C:9]2(OCC[O:10]2)[CH2:8][CH2:7]1)=[O:5])[CH3:2]>C1COCC1.Cl.CCOC(C)=O>[CH3:16][C:6]1([C:4]([O:3][CH2:1][CH3:2])=[O:5])[CH2:7][CH2:8][C:9](=[O:10])[CH2:14][CH2:15]1. Run at time 8 hour.